This data is from the Open Reaction Database (ORD), a public repository of structured organic reaction records. The task is: describe an organic reaction: reactants, conditions, products, and yield Product: N(=[N+]=[N-])C1=CC=NC=2N(C(N(C(C21)=O)C)=O)C (5-azido-1,3-dimethylpyrido[2,3-d]pyrimidine-2,4-dione). Reaction conditions: time 6 hour. Procedure: 1.35 g of Compound 1 was dissolved in 10 ml of DMF and 0.52 g of 90% sodium azide was added thereto. The solution was stirred for 6 hr at room temperature and the solvent was distilled off under reduced pressure. After adding water, the resulting crystals were separated by filtration to give 1.16 g of 5-azido-1,3-dimethylpyrido[2,3-d]pyrimidine-2,4-dione (Compound 3) Yield: 83.5%. As a reaction SMILES: Cl[C:2]1[C:11]2[C:10](=[O:12])[N:9]([CH3:13])[C:8](=[O:14])[N:7]([CH3:15])[C:6]=2[N:5]=[CH:4][CH:3]=1.[N-:16]=[N+:17]=[N-:18].[Na+]>CN(C=O)C>[N:16]([C:2]1[C:11]2[C:10](=[O:12])[N:9]([CH3:13])[C:8](=[O:14])[N:7]([CH3:15])[C:6]=2[N:5]=[CH:4][CH:3]=1)=[N+:17]=[N-:18] |f:1.2|. Run in CN(C)C=O (DMF). Starting materials: ClC1=CC=NC=2N(C(N(C(C21)=O)C)=O)C (5-chloro-1,3-dimethylpyrido[2,3-d]pyrimidine-2,4-dione), [N-]=[N+]=[N-].[Na+] (sodium azide).